From a dataset of the Open Reaction Database (ORD), a public repository of structured organic reaction records. describe an organic reaction: reactants, conditions, products, and yield The reactants are Cl (HCl), BrC=1C=CC(N(C1)C(C)C)=O (5-Bromo-1-isopropyl-2(1H)-pyridone), C(=C)OCCCC (n-butyl vinyl ether), C(=O)([O-])[O-].[K+].[K+] (K2CO3). The reagents and catalysts are CC(=O)[O-].CC(=O)[O-].[Pd+2] (Pd(OAc)2), C1(=CC=CC=C1)P(CCCP(C1=CC=CC=C1)C1=CC=CC=C1)C1=CC=CC=C1 (1,3-bis(diphenylphosphino)propane). The solvent is C(Cl)(Cl)Cl (CHCl3), C(Cl)(Cl)Cl (CHCl3). Reaction conditions: temperature 92.5 celsius, time 8 hour. Product: C(C)(=O)C=1C=CC(N(C1)C(C)C)=O (5-acetyl-1-isopropyl-2(1H)-pyridone). RXN SMILES: Br[C:2]1[CH:3]=[CH:4][C:5](=[O:11])[N:6]([CH:8]([CH3:10])[CH3:9])[CH:7]=1.C([O-])([O-])=O.[K+].[K+].Cl.[CH:19]([O:21]CCCC)=[CH2:20]>C(Cl)(Cl)Cl.CC([O-])=O.CC([O-])=O.[Pd+2].C1(P(C2C=CC=CC=2)CCCP(C2C=CC=CC=2)C2C=CC=CC=2)C=CC=CC=1>[C:19]([C:2]1[CH:3]=[CH:4][C:5](=[O:11])[N:6]([CH:8]([CH3:10])[CH3:9])[CH:7]=1)(=[O:21])[CH3:20] |f:1.2.3,7.8.9|. Procedure: 5-Bromo-1-isopropyl-2(1H)-pyridone (50 g) was dissolved in n-butyl vinyl ether (250 ml). To the solution were added 1,3-bis(diphenylphosphino)propane (6.3 g) and powdered K2CO3 (38.2 g) and Pd(OAc)2 (1.56 g) at 25° C. The mixture was heated at 90-95° C. with stirring for 8 hours. The reaction mixture was cooled to 25-30° C. To the cooled mixture was added CHCl3 (125 ml). The precipitated salt was removed by filtration and washed with CHCl3 (125 ml). Evaporation of solvent in the filtrate in vacu... Starting materials: Cc1cc(S)c(C(C)(C)C)cc1O, ClC(Cl)(Cl)Cl, ClC(Cl)Cl, Cc1ccc(S(=O)(=O)Br)cc1, c1ccncc1. Yields the product Cc1ccc(S(=O)(=O)Sc2cc(C)c(O)cc2C(C)(C)C)cc1. As a reaction SMILES: [C:18]([CH3:19])([CH3:20])([CH3:21])[c:22]1[c:23]([SH:30])[cH:24][c:25]([CH3:29])[c:26]([OH:28])[cH:27]1.[Cl:31][C:32]([Cl:33])([Cl:34])[Cl:35].[Cl:36][CH:37]([Cl:38])[Cl:39].[S:1](=[O:2])(=[O:3])([c:4]1[cH:5][cH:6][c:7]([CH3:8])[cH:9][cH:10]1)[Br:11].[cH:12]1[cH:13][cH:14][n:15][cH:16][cH:17]1>>[S:1](=[O:2])(=[O:3])([c:4]1[cH:5][cH:6][c:7]([CH3:8])[cH:9][cH:10]1)[S:30][c:23]1[c:22]([C:18]([CH3:19])([CH3:20])[CH3:21])[cH:27][c:26]([OH:28])[c:25]([CH3:29])[cH:24]1. Starting materials: CC1=NN(C(=C1)N)C(C)C (3-methyl-1-(1-methylethyl)-1H-pyrazol-5-amine), intermediate 64, O=C(C(=O)OCC)CC(C1=CC=NC=C1)=O (ethyl 2,4-dioxo-4-(4-pyridinyl)butanoate). The solvent is C1=CC=CC=C1 (benzene). Yields the product CC1=NN(C=2N=C(C=C(C21)C(=O)OCC)C2=CC=NC=C2)C(C)C (Ethyl 3-methyl-1-(1-methylethyl)-6-(4-pyridinyl)-1H-pyrazolo[3,4-b]pyridine-4-carboxylate), product. Isolated yield 10.0%. Reaction SMILES: O=[C:2]([CH2:8][C:9](=O)[C:10]1[CH:15]=[CH:14][N:13]=[CH:12][CH:11]=1)[C:3]([O:5][CH2:6][CH3:7])=[O:4].[CH3:17][C:18]1[CH:22]=[C:21]([NH2:23])[N:20]([CH:24]([CH3:26])[CH3:25])[N:19]=1>C1C=CC=CC=1>[CH3:17][C:18]1[C:22]2[C:2]([C:3]([O:5][CH2:6][CH3:7])=[O:4])=[CH:8][C:9]([C:10]3[CH:15]=[CH:14][N:13]=[CH:12][CH:11]=3)=[N:23][C:21]=2[N:20]([CH:24]([CH3:26])[CH3:25])[N:19]=1. Procedure: The title compound was prepared in the same manner as described for intermediate 64 using ethyl 2,4-dioxo-4-(4-pyridinyl)butanoate (766 mg, 2.87 mmol), benzene (6 mL), and 3-methyl-1-(1-methylethyl)-1H-pyrazol-5-amine (400 mg, 2.87 mmol). The crude product was purified using column chromatography (Silica gel, eluent: 0 to 30% MeOH/DCM) to give 95 mg (10%) of product. LCMS E-S (M+H)=325.3. 1H NMR (400 MHz, CHLOROFORM-d) δ ppm 1.48-1.56 (m, 3H), 1.61-1.73 (m, 6H), 2.77 (s, 3H), 4.56 (q, J=7.2 Hz, ... Reactants: C(C)(C)[N-]C(C)C.[Li+] (lithium diisopropylamide), C(C)(=O)C1=CC=2NC3=CC=CC=C3SC2C=C1 (2-acetylphenothiazine), C(CCC)[Li] (n-butyl lithium), C(C)(C)NC(C)C (diisopropylamine), N12CC(C(CC1)CC2)=O (3-quinuclidinone). Solvent: C(Cl)(Cl)Cl (chloroform), CO (methanol), C1CCOC1 (THF), O (Water), C1CCOC1 (THF), CCCCCC (hexane), C1CCOC1 (THF). Reaction conditions: time 40 minute. Yields the product N (ammonia), C1=C(C=CC=2SC3=CC=CC=C3NC12)C(=O)CC1(CN2CCC1CC2)O (3-Hydroxy-3-quinuclidinylmethyl 2-phenothiazinyl ketone). The yield is 7.0%. RXN SMILES: C([Li])CCC.C([NH:9]C(C)C)(C)C.C([N-]C(C)C)(C)C.[Li+].[C:21]([C:24]1[CH:37]=[CH:36][C:35]2[S:34][C:33]3[C:28](=[CH:29][CH:30]=[CH:31][CH:32]=3)[NH:27][C:26]=2[CH:25]=1)(=[O:23])[CH3:22].[N:38]12[CH2:45][CH2:44][CH:41]([CH2:42][CH2:43]1)[C:40](=[O:46])[CH2:39]2>C(Cl)(Cl)Cl.CO.O.C1COCC1.CCCCCC>[NH3:9].[CH:25]1[C:26]2[NH:27][C:28]3[C:33](=[CH:32][CH:31]=[CH:30][CH:29]=3)[S:34][C:35]=2[CH:36]=[CH:37][C:24]=1[C:21]([CH2:22][C:40]1([OH:46])[CH:41]2[CH2:44][CH2:45][N:38]([CH2:43][CH2:42]2)[CH2:39]1)=[O:23] |f:2.3|. Procedure details: In an atmosphere of argon, a hexane solution of n-butyl lithium (1.71M, 6.1 ml, 10.5 mmol) was added at -78° C. to a THF (10 ml) solution of diisopropylamine (1.54 ml, 11 mmol), and the mixture was stirred for 40 minutes. To the resulting solution of lithium diisopropylamide was added a THF (8 ml) solution of 2-acetylphenothiazine (1.21 g, 5.0 mmol). The mixture was stirred for 30 minutes, a THF (3 ml) solution of 3-quinuclidinone (626 mg, 5.0 mmol) was added, and the mixture was stirred for 30 ...